Dataset: the Open Reaction Database (ORD), a public repository of structured organic reaction records. Task: describe an organic reaction: reactants, conditions, products, and yield The reactants are C1CCOC1, CO, CC(C)(C)ON=O, COC(=O)C1CCC(c2nc(I)c3c(=O)[nH]c(N)nn23)CC1, CN(C)C=O. Yields the product COC(=O)C1CCC(c2nc(I)c3c(=O)[nH]cnn23)CC1. As a reaction SMILES: [CH2:30]1[O:31][CH2:32][CH2:33][CH2:34]1.[CH3:40][OH:41].[N:23]([O:24][C:25]([CH3:26])([CH3:27])[CH3:28])=[O:29].[NH2:1][c:2]1[n:3][n:4]2[c:5]([c:6](=[O:8])[nH:7]1)[c:9]([I:22])[n:10][c:11]2[CH:12]1[CH2:13][CH2:14][CH:15]([C:18](=[O:19])[O:20][CH3:21])[CH2:16][CH2:17]1.[O:35]=[CH:36][N:37]([CH3:38])[CH3:39]>>[cH:2]1[n:3][n:4]2[c:5]([c:6](=[O:8])[nH:7]1)[c:9]([I:22])[n:10][c:11]2[CH:12]1[CH2:13][CH2:14][CH:15]([C:18](=[O:19])[O:20][CH3:21])[CH2:16][CH2:17]1.